Dataset: the Open Reaction Database (ORD), a public repository of structured organic reaction records. Task: describe an organic reaction: reactants, conditions, products, and yield The reactants are [OH-].[Na+] (sodium hydroxide), resultant mixture, OCC1=CC=C(C=C1)OCCF (2-fluoroethyl 4-hydroxymethylphenyl ether), BrCCF (1-bromo-2-fluoroethane). Reagents/catalysts: S(=O)(=O)(O)[O-].C(CCC)[N+](CCCC)(CCCC)CCCC (tetrabutylammonium hydrogen sulfate). Solvent: O1CCCC1 (tetrahydrofuran). Product: FCCOC1=CC=C(C=C1)COCCF (4-(2-fluoroethoxymethyl)phenyl 2-fluoroethyl ether). The yield is 30.3%. Reaction SMILES: [OH:1][CH2:2][C:3]1[CH:8]=[CH:7][C:6]([O:9][CH2:10][CH2:11][F:12])=[CH:5][CH:4]=1.[OH-].[Na+].Br[CH2:16][CH2:17][F:18]>O1CCCC1.S([O-])(O)(=O)=O.C([N+](CCCC)(CCCC)CCCC)CCC>[F:12][CH2:11][CH2:10][O:9][C:6]1[CH:5]=[CH:4][C:3]([CH2:2][O:1][CH2:16][CH2:17][F:18])=[CH:8][CH:7]=1 |f:1.2,5.6|. Procedure details: To a stirred solution of 5.0 grams (0.029 mole) of 2-fluoroethyl 4-hydroxymethylphenyl ether in 50 ml of tetrahydrofuran was added 15 ml of a 50% aqueous, sodium hydroxide solution, 7.6 grams (0.060 mole) of 1-bromo-2-fluoroethane, and 0.78 gram (0.0023 mole) of tetrabutylammonium hydrogen sulfate. The resultant mixture was stirred and heated at reflux for approximately 18 hours. The mixture was cooled and was extracted with diethyl ether. The extract was washed in succession with a dilute, aque... The reactants are O=C([O-])O, [K+], [Na+], CC(C)(C)OC(=O)Nc1ccc(-c2cccs2)cc1NC(=O)C=CC=C1CCN(Cc2ccc3c(c2)OCO3)C1, [OH-]. Product: Nc1ccc(-c2cccs2)cc1NC(=O)C=CC=C1CCN(Cc2ccc3c(c2)OCO3)C1. RXN SMILES: [C:41](=[O:42])([OH:43])[O-:44].[K+:47].[Na+:45].[O:1]1[CH2:2][O:3][c:4]2[c:5]1[cH:6][cH:7][c:8]([CH2:10][N:11]1[CH2:12][C:13](=[CH:16][CH:17]=[CH:18][C:19](=[O:20])[NH:21][c:22]3[c:23]([NH:33][C:34](=[O:35])[O:36][C:37]([CH3:38])([CH3:39])[CH3:40])[cH:24][cH:25][c:26](-[c:28]4[s:29][cH:30][cH:31][cH:32]4)[cH:27]3)[CH2:14][CH2:15]1)[cH:9]2.[OH-:46]>>[O:1]1[CH2:2][O:3][c:4]2[c:5]1[cH:6][cH:7][c:8]([CH2:10][N:11]1[CH2:12][C:13](=[CH:16][CH:17]=[CH:18][C:19](=[O:20])[NH:21][c:22]3[c:23]([NH2:33])[cH:24][cH:25][c:26](-[c:28]4[s:29][cH:30][cH:31][cH:32]4)[cH:27]3)[CH2:14][CH2:15]1)[cH:9]2. Starting materials: COCOC1=CC(=CC=C1)CCC (1-(methoxymethoxy)-3-propylbenzene), [Li]C(C)(C)C (tert-BuLi), C(CC)=O (propionaldehyde). Solvent: CCCCC (pentane). Conditions: temperature 0 celsius, time 1.5 hour. The product is COCOC1=C(C=CC(=C1)CCC)C(CC)O (1-[2-(Methoxymethoxy)-4-propylphenyl]propan-1-ol). Isolated yield 69.7%. Reaction SMILES: [CH3:1][O:2][CH2:3][O:4][C:5]1[CH:10]=[CH:9][CH:8]=[C:7]([CH2:11][CH2:12][CH3:13])[CH:6]=1.[Li]C(C)(C)C.[CH:19](=[O:22])[CH2:20][CH3:21]>CCCCC>[CH3:1][O:2][CH2:3][O:4][C:5]1[CH:6]=[C:7]([CH2:11][CH2:12][CH3:13])[CH:8]=[CH:9][C:10]=1[CH:19]([OH:22])[CH2:20][CH3:21]. Procedure: To a solution of 1-(methoxymethoxy)-3-propylbenzene (14.0 g, 77.7 mmol) in pentane (80 mL) at 0° C. was added tert-BuLi (55 mL, 93.2 mmol, 1.7 M in pentane) slowly. The resulting suspension was stirred at 0° C. for 1.5 h and then the precipitate was allowed to settle without stirring at 0° C. for 1.5 h. The supernatant was removed via a syringe and THF (180 mL) was added. To the thick slurry at 0° C. was added propionaldehyde (11.2 mL, 155.4 mmol, ran through basic alumina) slowly. The resulting... Starting materials: BrCC(=O)OC (methyl bromoacetate), [H-].[Na+] (Sodium hydride), FC(C1=C(C=NC=C1)C(=O)N)(F)F (4-trifluoromethyl-3-pyridinecarboxamide), C(C1=CC=CC=C1)N=C=O (Benzyl isocyanate). Solvent: O (water), C(C)(=O)OCC (Ethyl acetate), CN(C=O)C (N,N-dimethylformamide). Conditions: time 1 hour. The product is C(C1=CC=CC=C1)N1C(N(CC1=O)C(=O)C=1C=NC=CC1C(F)(F)F)=O (3-benzyl-1-(4-trifluoromethyl-3-pyridylcarbonyl)hydantoin). RXN SMILES: [H-].[Na+].[F:3][C:4]([F:15])([F:14])[C:5]1[CH:10]=[CH:9][N:8]=[CH:7][C:6]=1[C:11]([NH2:13])=[O:12].[CH2:16]([N:23]=[C:24]=[O:25])[C:17]1[CH:22]=[CH:21][CH:20]=[CH:19][CH:18]=1.Br[CH2:27][C:28](OC)=[O:29]>CN(C)C=O.O.C(OCC)(=O)C>[CH2:16]([N:23]1[C:28](=[O:29])[CH2:27][N:13]([C:11]([C:6]2[CH:7]=[N:8][CH:9]=[CH:10][C:5]=2[C:4]([F:3])([F:14])[F:15])=[O:12])[C:24]1=[O:25])[C:17]1[CH:22]=[CH:21][CH:20]=[CH:19][CH:18]=1 |f:0.1|. Procedure: Sodium hydride (0.090 g, 60% dispersion in mineral oil) was added to a solution of 4-trifluoromethyl-3-pyridinecarboxamide (0.40 g) in N,N-dimethylformamide at 20° C., and stirred for 1 hour. Benzyl isocyanate (0.31 ml) was added and the mixture stirred at 20° C. for 2 hours, then methyl bromoacetate (0.30 ml) added and stirring continued for 5 hours. Ethyl acetate and water were added to the solution and the organic phase dried (magnesium sulfate), evaporated and the residue purified by column ... Reactants: residue, S1C(=NC=C1)C(=N)N (thiazolecarboxamidine), FC1(C(C2=CC(=CC=C2C12N=C(NC(C2C(=O)OC)=O)C=2SC=CN2)F)F)F (methyl 2,2,3,5-tetrafluoro-6′-oxo-2′-(thiazol-2-yl)-2,3,5′,6′-tetrahydro-1′H-spiro[indene-1,4′-pyrimidine]-5′-carboxylate), Compound 165, Cl.S1C(=NC=C1)C(=N)N (2-thiazolecarboxamidine hydrochloride), C([O-])(O)=O.[Na+] (sodium bicarbonate). Solvent: O=P(Cl)(Cl)Cl (POCl3), O1CCOCC1 (dioxane). Conditions: temperature 80 celsius, time 4 hour. Product: ClC1=C(C2(N=C(N1)C=1SC=CN1)C(C(C1=CC(=CC=C12)F)F)(F)F)C(=O)OC (methyl 6′-chloro-2,2,3,5-tetrafluoro-2′-(thiazol-2-yl)-2,3-dihydro-1′H-spiro[indene-1,4′-pyrimidine]-5′-carboxylate). RXN SMILES: [ClH:1].S1C=CN=C1C(N)=N.C(=O)(O)[O-].[Na+].S1C=CN=C1C(N)=N.[F:23][C:24]1([F:50])[C:32]2([CH:37]([C:38]([O:40][CH3:41])=[O:39])[C:36](=O)[NH:35][C:34]([C:43]3[S:44][CH:45]=[CH:46][N:47]=3)=[N:33]2)[C:31]2[C:26](=[CH:27][C:28]([F:48])=[CH:29][CH:30]=2)[CH:25]1[F:49]>O1CCOCC1.O=P(Cl)(Cl)Cl>[Cl:1][C:36]1[NH:35][C:34]([C:43]2[S:44][CH:45]=[CH:46][N:47]=2)=[N:33][C:32]2([C:31]3[C:26](=[CH:27][C:28]([F:48])=[CH:29][CH:30]=3)[CH:25]([F:49])[C:24]2([F:50])[F:23])[C:37]=1[C:38]([O:40][CH3:41])=[O:39] |f:0.1,2.3|. Procedure: Compound 165 (5.0 g, 11.3 mmol), 2-thiazolecarboxamidine hydrochloride (2.78 g; 17.0 mmol), sodium bicarbonate (3.33 g) in dioxane (100 mL) were stirred overnight at 50° C. The reaction mixture was next stirred 2 hours at 60° C., 2 hours at 70° C. and 4 hours at 80° C., each time adding more thiazolecarboxamidine (500 mg). The mixture was next cooled, filtered and concentrated. The residue was purified by silica gel column chromatography using a gradient from 10 till 100% EtOAc in heptane. The p... Starting materials: FC1=C(OCCO)C(=CC=C1F)F (2-(2,3,6-Trifluorophenoxy) ethanol), C([O-])([O-])=O.[K+].[K+] (potassium carbonate), O (water). Solvent: CN(C=O)C (dimethylformamide). The product is FC1=CC=C(C=2OCCOC21)F (5,8-difluoro-1,4-benzodioxane). As a reaction SMILES: F[C:2]1[C:11]([F:12])=[CH:10][CH:9]=[C:8]([F:13])[C:3]=1[O:4][CH2:5][CH2:6][OH:7].C(=O)([O-])[O-].[K+].[K+].O>CN(C)C=O>[F:12][C:11]1[C:2]2[O:7][CH2:6][CH2:5][O:4][C:3]=2[C:8]([F:13])=[CH:9][CH:10]=1 |f:1.2.3|. Procedure: 2-(2,3,6-Trifluorophenoxy) ethanol (48.8 g, 0.254 mole) and 24 g of anhydrous potassium carbonate in 800 ml of dimethylformamide was refluxed for 20 hours and then poured into water. This was extracted with ether, washed with water, and dried to give 5,8-difluoro-1,4-benzodioxane. Starting materials: C(C)(C)(C)OC(=O)N[C@H]1C(N(C2=C(CC1)C=CC=C2)CC2=CC=C(C=C2)C2=C(C=CC=C2)C#N)=O (3(R)-t-Butoxycarbonylamino-2,3,4,5-tetrahydro-1-[[2'-cyano[1,1'-biphenyl]-4-yl]methyl]-1H-benzazepin-2-one), liquid, N (ammonia). The reagents and catalysts are [Ni] (Raney nickel). The solvent is C(C)O (ethanol). Product: C(C)(C)(C)OC(=O)N[C@H]1C(N(C2=C(CC1)C=CC=C2)CC2=CC=C(C=C2)C2=C(C=CC=C2)CN)=O (3(R)-t-Butoxycarbonylamino-2,3,4,5-tetrahydro-1-[[2'-aminomethyl[1,1'-biphenyl]-4-yl]methyl]-1H-benzazepin-2-one). Yield: 74.4%. As a reaction SMILES: [C:1]([O:5][C:6]([NH:8][C@@H:9]1[CH2:15][CH2:14][C:13]2[CH:16]=[CH:17][CH:18]=[CH:19][C:12]=2[N:11]([CH2:20][C:21]2[CH:26]=[CH:25][C:24]([C:27]3[CH:32]=[CH:31][CH:30]=[CH:29][C:28]=3[C:33]#[N:34])=[CH:23][CH:22]=2)[C:10]1=[O:35])=[O:7])([CH3:4])([CH3:3])[CH3:2].N>C(O)C.[Ni]>[C:1]([O:5][C:6]([NH:8][C@@H:9]1[CH2:15][CH2:14][C:13]2[CH:16]=[CH:17][CH:18]=[CH:19][C:12]=2[N:11]([CH2:20][C:21]2[CH:22]=[CH:23][C:24]([C:27]3[CH:32]=[CH:31][CH:30]=[CH:29][C:28]=3[CH2:33][NH2:34])=[CH:25][CH:26]=2)[C:10]1=[O:35])=[O:7])([CH3:4])([CH3:2])[CH3:3]. Procedure: To a solution of 200 mg (0.43 mmol) of the intermediate obtained in Step B in 5 mL of ethanol was added 5 mL of liquid ammonia and the resulting mixture hydrogenated at 200-400 psi and 80° C. for 6 hours over 60 mg of Raney nickel. The reaction mixture was cautiously vented and all volatiles removed by a steady stream of nitrogen. The residue was redissolved in chloroform, filtered through Celite and the filtrate concentrated under vacuum to give 149 mg (0.32 mmol, 74%) of the product as a white... The reactants are ( 96 ), ( 45 ), CC=1C(=CC=C2C=C(COC12)C1=CC=C(C=C1)O)O (8-methylisoflav-3-ene-4′,7-diol), C(C)(=O)OC=1C=C(C=2COC3=C(C(=CC=C3C2)OC(C)=O)C)C=CC1 (3′,7-diacetoxy-8-methylisoflav-3-ene), N1C=NC=C1 (imidazole). The solvent is C(C)O (ethanol). Reported procedure: 8-Methylisoflav-3-ene-3′,7-diol was prepared from 3′,7-diacetoxy-8-methylisoflav-3-ene (0.12 g, 0.4 mmol) and imidazole (0.3 g) in ethanol (2.5 ml) as described for 8-methylisoflav-3-ene-4′,7-diol. Yield: (0.07 g, 77%) m.p. 130° C. 1H NMR (CDCl3+d6-DMSO): δ 1.95 (s, 3H, CH3), 4.98 (s, 2H, H2), 6.34 (d, 1H, J 8.0 Hz, H6), 6.61-6.94 (m, 5H, ArH), 7.08 (bt, 1H, ArH). Mass spectrum: m/z 254 (M, 100%); 253 (96); 161 (45). Yields the product CC=1C(=CC=C2C=C(COC12)C1=CC(=CC=C1)O)O (8-Methylisoflav-3-ene-3′,7-diol). RXN SMILES: C([O:4][C:5]1[CH:6]=[C:7]([CH:23]=[CH:24][CH:25]=1)[C:8]1[CH2:9][O:10][C:11]2[C:16]([CH:17]=1)=[CH:15][CH:14]=[C:13]([O:18]C(=O)C)[C:12]=2[CH3:22])(=O)C.N1C=CN=C1.CC1C(O)=CC=C2C=1OCC(C1C=CC(O)=CC=1)=C2>C(O)C>[CH3:22][C:12]1[C:13]([OH:18])=[CH:14][CH:15]=[C:16]2[C:11]=1[O:10][CH2:9][C:8]([C:7]1[CH:23]=[CH:24][CH:25]=[C:5]([OH:4])[CH:6]=1)=[CH:17]2.